From a dataset of the Open Reaction Database (ORD), a public repository of structured organic reaction records. describe an organic reaction: reactants, conditions, products, and yield The reactants are C(C)(C)(C)OC(NC1=C(C=C(C(=C1)N(C)CC(C)C)C(F)(F)F)N)=O ([2-amino-5-(isobutyl-methyl-amino)-4-trifluoromethyl-phenyl]-carbamic acid tert-butyl ester), C(C)(C)(C)OC(CC(=O)C1=CC(=CC=C1)C1=CC(=NO1)C)=O (3-[3-(3-methyl-isoxazol-5-yl)-phenyl]-3-oxo-propionic acid tert-butyl ester). Product: C(C)(C)(C)OC(NC1=C(C=C(C(=C1)N(C)CC(C)C)C(F)(F)F)NC(CC(=O)C1=CC(=CC=C1)C1=CC(=NO1)C)=O)=O ((5-(Isobutyl-methyl-amino)-2-{3-[3-(3-methyl-isoxazol-5-yl)-phenyl]-3-oxo-propionylamino}-4-trifluoromethyl-phenyl)-carbamic acid tert-butyl ester), foam. The yield is 73.0%. As a reaction SMILES: [C:1]([O:5][C:6](=[O:25])[NH:7][C:8]1[CH:13]=[C:12]([N:14]([CH2:16][CH:17]([CH3:19])[CH3:18])[CH3:15])[C:11]([C:20]([F:23])([F:22])[F:21])=[CH:10][C:9]=1[NH2:24])([CH3:4])([CH3:3])[CH3:2].C([O:30][C:31](=O)[CH2:32][C:33]([C:35]1[CH:40]=[CH:39][CH:38]=[C:37]([C:41]2[O:45][N:44]=[C:43]([CH3:46])[CH:42]=2)[CH:36]=1)=[O:34])(C)(C)C>>[C:1]([O:5][C:6](=[O:25])[NH:7][C:8]1[CH:13]=[C:12]([N:14]([CH2:16][CH:17]([CH3:19])[CH3:18])[CH3:15])[C:11]([C:20]([F:23])([F:22])[F:21])=[CH:10][C:9]=1[NH:24][C:31](=[O:30])[CH2:32][C:33]([C:35]1[CH:40]=[CH:39][CH:38]=[C:37]([C:41]2[O:45][N:44]=[C:43]([CH3:46])[CH:42]=2)[CH:36]=1)=[O:34])([CH3:3])([CH3:4])[CH3:2]. Procedure details: The title compound was prepared from [2-amino-5-(isobutyl-methyl-amino)-4-trifluoromethyl-phenyl]-carbamic acid tert-butyl ester (Example J36) (360 mg, 1.0 mmol) and 3-[3-(3-methyl-isoxazol-5-yl)-phenyl]-3-oxo-propionic acid tert-butyl ester (Example K4) (302 mg, 1.0 mmol) according to the general procedure M. Obtained as a light brown foam (430 mg, 73%). Reactants: ClC=1C(=C(C=CC1)NC(NCC(=O)N)=S)C (2-[3-(3-chloro-2-methylphenyl)-thioureido]-acetamide), C(C)I (ethyl iodide). Solvent: Cl (hydrogen chloride). Yields the product ClC=1C(=C(C=CC1)N1C(=NCC1=O)SCC)C (3-(3-Chloro-2-methylphenyl)-2-ethylsulfanyl-3,5-dihydro-imidazol-4-one), mono-hydrochloride. RXN SMILES: [Cl:1][C:2]1[C:3]([CH3:16])=[C:4]([NH:8][C:9](=[S:15])[NH:10][CH2:11][C:12](N)=[O:13])[CH:5]=[CH:6][CH:7]=1.[CH2:17](I)[CH3:18]>Cl>[Cl:1][C:2]1[C:3]([CH3:16])=[C:4]([N:8]2[C:12](=[O:13])[CH2:11][N:10]=[C:9]2[S:15][CH2:17][CH3:18])[CH:5]=[CH:6][CH:7]=1. Procedure: The title compound was prepared by the procedure described in Example 6 using 12.0 g of 2-[3-(3-chloro-2-methylphenyl)-thioureido]-acetamide, and 25.0 g of ethyl iodide. The hydrochloride salt was prepared in ethereal hydrogen chloride. Crystallization from ethyl acetate afforded the title compound as a white solid, mono-hydrochloride (5.1 g), m.p. 161°-163° C. (dec.). Anal. Calcd. for. C12H13Cl N2O S . HCl: C, 47.22; H, 4.62; N, 9.18. Found: C, 47.03; H, 4.40; N, 9.09. Mass spectrum (+FAB, [M+H... Starting materials: compound 5, IC1=C(C(=NN1)C(=O)N(C)C)C (5-iodo-N,N,4-trimethyl-1H-pyrazole-3-carboxamide), IC1=C(C(=NN1)C(=O)N(C)C)C (5-iodo-N,N,4-trimethyl-1H-pyrazole-3-carboxamide), Cl.N1CC(C1)C1=CC=C(C#N)C=C1 (4-(azetidin-3-yl)benzonitrile hydrochloride), CC1=C(C(=O)OC)C=C(C(=C1)C)B1OC(C(O1)(C)C)(C)C (methyl 2,4-dimethyl-5-(4,4,5,5-tetramethyl-1,3,2-dioxaborolan-2-yl)benzoate), IC1=C(N=C(N1)C)C (5-iodo-2,4-dimethyl-1H-imidazole), Cl.FC1(CNC1)C1=CC=C(C#N)C=C1 (4-(3-Fluoroazetidin-3-yl)benzonitrile hydrochloride), Cl.FC1(CNC1)C1=CC=C(C#N)C=C1 (4-(3-Fluoroazetidin-3-yl)benzonitrile hydrochloride), CC1=C(C=C(C(=O)OC)C=C1)B1OC(C(O1)(C)C)(C)C (Methyl 4-methyl-3-(4,4,5,5-tetramethyl-1,3,2-dioxaborolan-2-yl)benzoate), CC1=C(C(=O)OC)C=C(C(=C1)C)B1OC(C(O1)(C)C)(C)C (methyl 2,4-dimethyl-5-(4,4,5,5-tetramethyl-1,3,2-dioxaborolan-2-yl)benzoate). Product: FC1(CN(C1)C(=O)C=1C(=CC(=C(C1)C1=C(C(=NN1)C(=O)N(C)C)C)C)C)C1=CC=C(C=C1)C (5-(5-(3-Fluoro-3-(p-tolyl)azetidine-1-carbonyl)-2,4-dimethylphenyl)-N,N,4-trimethyl-1H-pyrazole-3-carboxamide). RXN SMILES: I[C:2]1[NH:6][N:5]=[C:4]([C:7]([N:9]([CH3:11])[CH3:10])=[O:8])[C:3]=1[CH3:12].IC1NC(C)=NC=1C.[CH3:21][C:22]1[CH:31]=[C:30]([CH3:32])[C:29](B2OC(C)(C)C(C)(C)O2)=[CH:28][C:23]=1[C:24]([O:26]C)=O.CC1C=CC(C(OC)=O)=CC=1B1OC(C)(C)C(C)(C)O1.Cl.[F:63][C:64]1([C:68]2[CH:75]=[CH:74][C:71]([C:72]#N)=[CH:70][CH:69]=2)[CH2:67][NH:66][CH2:65]1.Cl.N1CC(C2C=CC(C#N)=CC=2)C1>>[F:63][C:64]1([C:68]2[CH:75]=[CH:74][C:71]([CH3:72])=[CH:70][CH:69]=2)[CH2:67][N:66]([C:24]([C:23]2[C:22]([CH3:21])=[CH:31][C:30]([CH3:32])=[C:29]([C:2]3[NH:6][N:5]=[C:4]([C:7]([N:9]([CH3:11])[CH3:10])=[O:8])[C:3]=3[CH3:12])[CH:28]=2)=[O:26])[CH2:65]1 |f:4.5,6.7|. Reported procedure: The title compound was prepared using the standard chemical manipulations and procedures similar to those used for the preparation of compound 5, except 5-iodo-N,N,4-trimethyl-1H-pyrazole-3-carboxamide (compound 374.2) was used instead of 5-iodo-2,4-dimethyl-1H-imidazole (compound 5.5), methyl 2,4-dimethyl-5-(4,4,5,5-tetramethyl-1,3,2-dioxaborolan-2-yl)benzoate (compound 160.1) was used in place of methyl 4-methyl-3-(4,4,5,5-tetramethyl-1,3,2-dioxaborolan-2-yl)benzoate (compound 5.4) and 4-(3-fl... Reactants: C1(=CC=C(C=C1)S(=O)(=O)O)C (p-toluene sulfonic acid), [Si](C)(C)(C)C=1C=C(C=CC1)[Si](OC#C)(C)C (3-TMS-ethynylphenyldimethyl silanol), C#C (acetylene). Run in C1=CC=CC=C1 (benzene). The product is C(#C)C=1C=C(C=CC1)[Si](O[Si](C)(C)C)(C)C1=CC(=CC=C1)C#C (bis(3-ethynylphenyl)tetramethyldisiloxane). Yield: 88.0%. As a reaction SMILES: [Si]([C:5]1[CH:6]=[C:7]([Si:11]([CH3:16])([CH3:15])[O:12]C#C)[CH:8]=[CH:9][CH:10]=1)(C)(C)C.[C:17]1([CH3:27])[CH:22]=[CH:21][C:20](S(O)(=O)=O)=[CH:19][CH:18]=1.[CH:28]#[CH:29]>C1C=CC=CC=1>[C:22]([C:17]1[CH:27]=[C:16]([Si:11]([C:7]2[CH:8]=[CH:9][CH:10]=[C:5]([C:28]#[CH:29])[CH:6]=2)([CH3:15])[O:12][Si:11]([CH3:16])([CH3:15])[CH3:7])[CH:20]=[CH:19][CH:18]=1)#[CH:21]. Procedure details: The above-described ethynyl silanol (5.0 g, 0.028 mol) from Example 4 was dissolved in dry benzene (40 mL) and a trace of p-toluene sulfonic acid was added. The reaction was refluxed for 4 hours. Gas chromatographic analysis of the reaction mixture showed the condensation to be complete. The solution was washed well with water, dried over sodium sulfate, concentrated, and distilled at reduced pressure to give a pale yellow liquid (b.p. 125° C./0.01 torr, 4.2 g, 88% yield). Differential scanning ... Reactants: CC#N, Cc1cccc2cc(C=O)c(Cl)nc12, COc1cccc(F)c1B(O)O, [Na+], [Na+], O=C([O-])[O-], O, c1ccc(P(c2ccccc2)(c2ccccc2)[Pd](P(c2ccccc2)(c2ccccc2)c2ccccc2)(P(c2ccccc2)(c2ccccc2)c2ccccc2)P(c2ccccc2)(c2ccccc2)c2ccccc2)cc1. The product is COc1cccc(F)c1-c1nc2c(C)cccc2cc1C=O. RXN SMILES: [CH3:33][C:34]#[N:35].[Cl:1][c:2]1[n:3][c:4]2[c:5]([CH3:14])[cH:6][cH:7][cH:8][c:9]2[cH:10][c:11]1[CH:12]=[O:13].[F:15][c:16]1[c:17]([B:24]([OH:25])[OH:26])[c:18]([O:22][CH3:23])[cH:19][cH:20][cH:21]1.[Na+:27].[Na+:28].[O-:29][C:30](=[O:31])[O-:32].[OH2:36].[cH:37]1[cH:38][cH:39][c:40]([P:41]([Pd:42]([P:43]([c:44]2[cH:45][cH:46][cH:47][cH:48][cH:49]2)([c:50]2[cH:51][cH:52][cH:53][cH:54][cH:55]2)[c:56]2[cH:57][cH:58][cH:59][cH:60][cH:61]2)([P:62]([c:63]2[cH:64][cH:65][cH:66][cH:67][cH:68]2)([c:69]2[cH:70][cH:71][cH:72][cH:73][cH:74]2)[c:75]2[cH:76][cH:77][cH:78][cH:79][cH:80]2)[P:81]([c:82]2[cH:83][cH:84][cH:85][cH:86][cH:87]2)([c:88]2[cH:89][cH:90][cH:91][cH:92][cH:93]2)[c:94]2[cH:95][cH:96][cH:97][cH:98][cH:99]2)([c:100]2[cH:101][cH:102][cH:103][cH:104][cH:105]2)[c:106]2[cH:107][cH:108][cH:109][cH:110][cH:111]2)[cH:112][cH:113]1>>[c:2]1(-[c:17]2[c:16]([F:15])[cH:21][cH:20][cH:19][c:18]2[O:22][CH3:23])[n:3][c:4]2[c:5]([CH3:14])[cH:6][cH:7][cH:8][c:9]2[cH:10][c:11]1[CH:12]=[O:13]. The reactants are CN(C)C(=O)Cl, ClCCCl, N#N, COCc1c(-c2ccc(NC(=O)Nc3cc(C(F)(F)F)ccc3F)c(F)c2)c2c(N)ncnn2c1C1CCNCC1, C1CCOC1. Product: COCc1c(-c2ccc(NC(=O)Nc3cc(C(F)(F)F)ccc3F)c(F)c2)c2c(N)ncnn2c1C1CCN(C(=O)N(C)C)CC1. As a reaction SMILES: [CH3:48][N:49]([C:50](=[O:51])[Cl:52])[CH3:53].[Cl:44][CH2:45][CH2:46][Cl:47].[N:1]#[N:2].[NH2:3][c:4]1[n:5][cH:6][n:7][n:8]2[c:9]1[c:10](-[c:22]1[cH:23][c:24]([F:43])[c:25]([NH:28][C:29](=[O:30])[NH:31][c:32]3[c:33]([F:42])[cH:34][cH:35][c:36]([C:38]([F:39])([F:40])[F:41])[cH:37]3)[cH:26][cH:27]1)[c:11]([CH2:19][O:20][CH3:21])[c:12]2[CH:13]1[CH2:14][CH2:15][NH:16][CH2:17][CH2:18]1.[O:54]1[CH2:55][CH2:56][CH2:57][CH2:58]1>>[NH2:3][c:4]1[n:5][cH:6][n:7][n:8]2[c:9]1[c:10](-[c:22]1[cH:23][c:24]([F:43])[c:25]([NH:28][C:29](=[O:30])[NH:31][c:32]3[c:33]([F:42])[cH:34][cH:35][c:36]([C:38]([F:39])([F:40])[F:41])[cH:37]3)[cH:26][cH:27]1)[c:11]([CH2:19][O:20][CH3:21])[c:12]2[CH:13]1[CH2:14][CH2:15][N:16]([C:50]([N:49]([CH3:48])[CH3:53])=[O:51])[CH2:17][CH2:18]1. The reactants are CCCNC(=O)OCC1C(SC(C)=O)CC(=O)N1Cc1ccc(Oc2ccccc2)cc1, C[O-], CO, [Na+]. Yields the product CCCNC(=O)OCC1C(S)CC(=O)N1Cc1ccc(Oc2ccccc2)cc1. Reaction SMILES: [C:1](=[O:2])([CH3:3])[S:4][CH:5]1[CH2:6][C:7](=[O:32])[N:8]([CH2:18][c:19]2[cH:20][cH:21][c:22]([O:25][c:26]3[cH:27][cH:28][cH:29][cH:30][cH:31]3)[cH:23][cH:24]2)[CH:9]1[CH2:10][O:11][C:12](=[O:13])[NH:14][CH2:15][CH2:16][CH3:17].[CH3:33][O-:34].[CH3:36][OH:37].[Na+:35]>>[SH:4][CH:5]1[CH2:6][C:7](=[O:32])[N:8]([CH2:18][c:19]2[cH:20][cH:21][c:22]([O:25][c:26]3[cH:27][cH:28][cH:29][cH:30][cH:31]3)[cH:23][cH:24]2)[CH:9]1[CH2:10][O:11][C:12](=[O:13])[NH:14][CH2:15][CH2:16][CH3:17]. Run at time 1.5 hour. The reactants are C(C1=CC=CC=C1)N1C(CC(CC1)OC1=CC=CC(=N1)N)(C)C (6-(1-benzyl-2,2-dimethyl-piperidin-4-yloxy)-pyridin-2-ylamine), ClC1=C(C(=O)Cl)C=CC(=C1)F (2-chloro-4-fluoro-benzoyl chloride). The product is C(C1=CC=CC=C1)N1C(CC(CC1)OC1=CC=CC(=N1)NC(C1=C(C=C(C=C1)F)Cl)=O)(C)C (N-[6-(1-Benzyl-2,2-dimethyl-piperidin-4-yloxy)-pyridin-2-yl]-2-chloro-4-fluoro-benzamide). Solvent: O1CCOCC1 (1,4-dioxane). Procedure details: Combine 6-(1-benzyl-2,2-dimethyl-piperidin-4-yloxy)-pyridin-2-ylamine (preparation 66, 0.537 g, 1.72 mmol), 1,4-dioxane (20 mL) and 2-chloro-4-fluoro-benzoyl chloride (0.20 g, 1.04 mmol), stir and heat to reflux. After 1.5 hr., cool to ambient temperature and concentrate. Dissolve the residue in methanol (10 mL) and load on an SCX column (10 g); wash with methanol (2×50 mL); elute product with 2M ammonia/methanol (2×50 mL). Concentrate the eluent. Purify the crude mixture by silica gel flash chr... As a reaction SMILES: [CH2:1]([N:8]1[CH2:13][CH2:12][CH:11]([O:14][C:15]2[N:20]=[C:19]([NH2:21])[CH:18]=[CH:17][CH:16]=2)[CH2:10][C:9]1([CH3:23])[CH3:22])[C:2]1[CH:7]=[CH:6][CH:5]=[CH:4][CH:3]=1.[Cl:24][C:25]1[CH:33]=[C:32]([F:34])[CH:31]=[CH:30][C:26]=1[C:27](Cl)=[O:28]>O1CCOCC1>[CH2:1]([N:8]1[CH2:13][CH2:12][CH:11]([O:14][C:15]2[N:20]=[C:19]([NH:21][C:27](=[O:28])[C:26]3[CH:30]=[CH:31][C:32]([F:34])=[CH:33][C:25]=3[Cl:24])[CH:18]=[CH:17][CH:16]=2)[CH2:10][C:9]1([CH3:23])[CH3:22])[C:2]1[CH:7]=[CH:6][CH:5]=[CH:4][CH:3]=1. Yield: 11.5%.